From a dataset of the Open Reaction Database (ORD), a public repository of structured organic reaction records. describe an organic reaction: reactants, conditions, products, and yield Reactants: BrC=1C=CC(=C(C(=O)NC=2C(=C(C(=O)OC)C=CC2C)C)C1)F (methyl 3-[(5-bromo-2-fluoro-benzoyl)amino]-2,4-dimethyl-benzoate), C(C)(C)(C)[Si](OCC1CNCCC1)(C)C (tert-butyl-dimethyl-(3-piperidylmethoxy)silane), C(=O)([O-])[O-].[Cs+].[Cs+] (Cs2CO3), COC=1C=CC=C(C1C=2C=CC=CC2P(C3CCCCC3)C4CCCCC4)OC (S-Phos). The reagents and catalysts are C=1C=CC(=CC1)/C=C/C(=O)/C=C/C2=CC=CC=C2.C=1C=CC(=CC1)/C=C/C(=O)/C=C/C2=CC=CC=C2.C=1C=CC(=CC1)/C=C/C(=O)/C=C/C2=CC=CC=C2.[Pd].[Pd] (Pd2(dba)3). The solvent is O1CCOCC1 (1,4-dioxane). Reaction conditions: temperature 120 celsius, time 6 hour. Yields the product [Si](C)(C)(C(C)(C)C)OCC1CN(CCC1)C=1C=CC(=C(C(=O)NC=2C(=C(C(=O)OC)C=CC2C)C)C1)F (methyl 3-[[5-[3-[[tert-butyl(dimethyl)silyl]oxymethyl]-1-piperidyl]-2-fluoro-benzoyl]amino]-2,4-dimethyl-benzoate). As a reaction SMILES: Br[C:2]1[CH:3]=[CH:4][C:5]([F:23])=[C:6]([CH:22]=1)[C:7]([NH:9][C:10]1[C:11]([CH3:21])=[C:12]([CH:17]=[CH:18][C:19]=1[CH3:20])[C:13]([O:15][CH3:16])=[O:14])=[O:8].[C:24]([Si:28]([CH3:38])([CH3:37])[O:29][CH2:30][CH:31]1[CH2:36][CH2:35][CH2:34][NH:33][CH2:32]1)([CH3:27])([CH3:26])[CH3:25].C([O-])([O-])=O.[Cs+].[Cs+].COC1C=CC=C(OC)C=1C1C=CC=CC=1P(C1CCCCC1)C1CCCCC1>O1CCOCC1.C1C=CC(/C=C/C(/C=C/C2C=CC=CC=2)=O)=CC=1.C1C=CC(/C=C/C(/C=C/C2C=CC=CC=2)=O)=CC=1.C1C=CC(/C=C/C(/C=C/C2C=CC=CC=2)=O)=CC=1.[Pd].[Pd]>[Si:28]([O:29][CH2:30][CH:31]1[CH2:36][CH2:35][CH2:34][N:33]([C:2]2[CH:3]=[CH:4][C:5]([F:23])=[C:6]([CH:22]=2)[C:7]([NH:9][C:10]2[C:11]([CH3:21])=[C:12]([CH:17]=[CH:18][C:19]=2[CH3:20])[C:13]([O:15][CH3:16])=[O:14])=[O:8])[CH2:32]1)([C:24]([CH3:27])([CH3:26])[CH3:25])([CH3:38])[CH3:37] |f:2.3.4,7.8.9.10.11|. Procedure details: To a solution of methyl 3-[(5-bromo-2-fluoro-benzoyl)amino]-2,4-dimethyl-benzoate (0.7 g, 1.84 mmol), tert-butyl-dimethyl-(3-piperidylmethoxy)silane (2.53 g, 11.03 mmol, see preparation 14) and Cs2CO3 (1.81 g, 5.50 mmol) in 1,4-dioxane (15 ml) is added Pd2(dba)3 (0.168 g, 0.184 mol) followed by S-Phos (0.075 g, 0.184 mol). The reaction mixture is purged with nitrogen for 5 minutes and then heated at 120° C. After 6 hours, the reaction mixture is concentrated under reduced pressure and residue is... The product is C(C)C1=CC=C(C=C1)C1CN(CC(C1)C1=NC(=NO1)C1=C(C=CC=C1)F)C(=O)N1CCCC1 (3-(4-Ethylphenyl)-5-[3-(2-fluorophenyl)-1,2,4-oxadiazol-5-yl]-1-(pyrrolidin-1-ylcarbonyl)-piperidine). As a reaction SMILES: [CH2:1]([C:3]1[CH:8]=[CH:7][C:6]([CH:9]2[CH2:14][N:13]([C:15]([N:17]3[CH2:21][CH2:20][CH2:19][CH2:18]3)=[O:16])[CH2:12][CH:11]([C:22](O)=[O:23])[CH2:10]2)=[CH:5][CH:4]=1)[CH3:2].[F:25][C:26]1[CH:31]=[CH:30][CH:29]=[CH:28][C:27]=1[C:32](=[N:34]O)[NH2:33]>>[CH2:1]([C:3]1[CH:4]=[CH:5][C:6]([CH:9]2[CH2:10][CH:11]([C:22]3[O:23][N:34]=[C:32]([C:27]4[CH:28]=[CH:29][CH:30]=[CH:31][C:26]=4[F:25])[N:33]=3)[CH2:12][N:13]([C:15]([N:17]3[CH2:21][CH2:20][CH2:19][CH2:18]3)=[O:16])[CH2:14]2)=[CH:7][CH:8]=1)[CH3:2]. Reported procedure: 73 mg (0.22 mmol) of 5-(4-ethylphenyl)-1-(pyrrolidin-1-ylcarbonyl)piperidine-3-carboxylic acid (Example 41A) and 47 mg (0.24 mmol, 1.1 eq.) of 2-fluoro-N′-hydroxybenzenecarboximidamide were reacted according to the General Method 1. Yield: 46 mg (47% of theory) Starting materials: C(C)C1=CC=C(C=C1)C1CC(CN(C1)C(=O)N1CCCC1)C(=O)O (5-(4-Ethylphenyl)-1-(pyrrolidin-1-ylcarbonyl)piperidine-3-carboxylic acid), FC1=C(C=CC=C1)C(N)=NO (2-fluoro-N′-hydroxybenzenecarboximidamide).